Dataset: the Open Reaction Database (ORD), a public repository of structured organic reaction records. Task: describe an organic reaction: reactants, conditions, products, and yield Reactants: NC(C#N)(CCC(C)C)C (2-amino-2,5-dimethylhexanenitrile), NC(C#N)(CCC(C)C)C (2-amino-2,5-dimethylhexanenitrile), ClN(C(C#N)(CCC(C)C)C)Cl (2-dichloroamino-2,5-dimethylhexanenitrile), [OH-].[Na+] (caustic soda). Solvent: O (water). Yields the product N(=NC(C#N)(CCC(C)C)C)C(C#N)(CCC(C)C)C (2,2'-Azobis(2,5-dimethylhexanenitrile)). As a reaction SMILES: [NH2:1][C:2]([CH3:10])([CH2:5][CH2:6][CH:7]([CH3:9])[CH3:8])[C:3]#[N:4].Cl[N:12](Cl)[C:13]([CH3:21])([CH2:16][CH2:17][CH:18]([CH3:20])[CH3:19])[C:14]#[N:15].[OH-].[Na+]>O>[N:12]([C:13]([CH3:21])([CH2:16][CH2:17][CH:18]([CH3:20])[CH3:19])[C:14]#[N:15])=[N:1][C:2]([CH3:10])([CH2:5][CH2:6][CH:7]([CH3:9])[CH3:8])[C:3]#[N:4] |f:2.3|. Procedure: 30 g of 94% pure 2-amino-2,5-dimethylhexanenitrile is chlorinated in water at 1080 mv by the method of Example 2. To the resulting aqueous dispersion of 2-dichloroamino-2,5-dimethylhexanenitrile, following the method of Example 1, caustic soda, wetter, and a further 20 g of 2-amino-2,5-dimethylhexanenitrile are added and the suspension is filtered to yield 40.6 g of the title compound as a creamy white solid, mp 56°-58° C. (88%).